From a dataset of the Open Reaction Database (ORD), a public repository of structured organic reaction records. describe an organic reaction: reactants, conditions, products, and yield Starting materials: CNC(=O)Nc1ccc(Oc2ccnc3cc(OCC4CO4)c(C#N)cc23)cc1Cl, CCNCC, C1CCOC1. Product: CCN(CC)CC(O)COc1cc2nccc(Oc3ccc(NC(=O)NC)c(Cl)c3)c2cc1C#N. As a reaction SMILES: [C:6](#[N:7])[c:8]1[cH:9][c:10]2[c:11]([O:23][c:24]3[cH:25][c:26]([Cl:35])[c:27]([NH:30][C:31](=[O:32])[NH:33][CH3:34])[cH:28][cH:29]3)[cH:12][cH:13][n:14][c:15]2[cH:16][c:17]1[O:18][CH2:19][CH:20]1[O:21][CH2:22]1.[CH2:1]([CH3:2])[NH:3][CH2:4][CH3:5].[O:36]1[CH2:37][CH2:38][CH2:39][CH2:40]1>>[CH2:1]([CH3:2])[N:3]([CH2:4][CH3:5])[CH2:22][CH:20]([CH2:19][O:18][c:17]1[c:8]([C:6]#[N:7])[cH:9][c:10]2[c:11]([O:23][c:24]3[cH:25][c:26]([Cl:35])[c:27]([NH:30][C:31](=[O:32])[NH:33][CH3:34])[cH:28][cH:29]3)[cH:12][cH:13][n:14][c:15]2[cH:16]1)[OH:21]. Starting materials: [H-].[Al+3].[Li+].[H-].[H-].[H-] (Lithium aluminium hydride), N(=[N+]=[N-])CCC#C[Si](C)(C)C ((4-azidobut-1-ynyl)trimethylsilane). Solvent: C(C)OCC (diethyl ether). Reaction conditions: time 2 hour. The product is C[Si](C#CCCN)(C)C (4-(trimethylsilyl)but-3-yn-1-amine). Yield: 59.1%. RXN SMILES: [H-].[Al+3].[Li+].[H-].[H-].[H-].[N:7]([CH2:10][CH2:11][C:12]#[C:13][Si:14]([CH3:17])([CH3:16])[CH3:15])=[N+]=[N-]>C(OCC)C>[CH3:15][Si:14]([CH3:17])([CH3:16])[C:13]#[C:12][CH2:11][CH2:10][NH2:7] |f:0.1.2.3.4.5|. Reported procedure: Lithium aluminium hydride (0.095 g; 2.51 mmol) was added to a mixture of (4-azidobut-1-ynyl)trimethylsilane (0.700 g; 4.18 mmol) in diethyl ether. The resulting mixture was stirred at room temperature for two hours and carefully quenched with water and sodium hydroxide (10% in water). The aqueous layer was extracted with diethyl ether dried over magnesium sulfate, and concentrated under reduced pressure to yield 0.349 g (60%) of 4-(trimethylsilyl)but-3-yn-1-amine.